This data is from the Open Reaction Database (ORD), a public repository of structured organic reaction records. The task is: describe an organic reaction: reactants, conditions, products, and yield Reactants: CN(C=CC(=O)C1=NC=CC(=C1)C)C (3-dimethylamino-1-(4-methyl-2-pyridyl)-2-propen-1-one), NC1=NNC=C1C#N (3-aminopyrazole-4-carbonitrile). The solvent is C(C)(=O)O (acetic acid). Product: CC1=CC(=NC=C1)C1=CC=NC=2N1N=CC2C#N (7-(4-Methyl-2-pyridyl)pyrazolo[1,5-a]pyrimidine-3-carbonitrile). Reaction SMILES: C[N:2]([CH3:14])[CH:3]=[CH:4][C:5]([C:7]1[CH:12]=[C:11]([CH3:13])[CH:10]=[CH:9][N:8]=1)=O.N[C:16]1[C:20]([C:21]#[N:22])=C[NH:18][N:17]=1>C(O)(=O)C>[CH3:13][C:11]1[CH:10]=[CH:9][N:8]=[C:7]([C:5]2[N:18]3[N:17]=[CH:16][C:20]([C:21]#[N:22])=[C:14]3[N:2]=[CH:3][CH:4]=2)[CH:12]=1. Reported procedure: A mixture of 0.01 mole of 3-dimethylamino-1-(4-methyl-2-pyridyl)-2-propen-1-one and 0.01 mole of 3-aminopyrazole-4-carbonitrile in glacial acetic acid is refluxed for 8 hours and worked up as for Example 53 to give the product of the example. Reactants: C(C)(C)OC(C)C (Diisopropyl ether), BrCC(O)C1=CC(=CC=C1)Cl (2-bromo-1-(3-chlorophenyl)ethanol), C(C)(=O)OC(C)=O (acetic anhydride). Product: BrC[C@H](O)C1=CC(=CC=C1)Cl ((R)-2-bromo-1-(3-chlorophenyl)ethanol), C(C)(=O)O[C@H](CBr)C1=CC(=CC=C1)Cl ((S)-2-bromo-1-(3-chlorophenyl)ethyl acetate). As a reaction SMILES: [Br:1][CH2:2][CH:3]([C:5]1[CH:10]=[CH:9][CH:8]=[C:7]([Cl:11])[CH:6]=1)[OH:4].[C:12](OC(=O)C)(=[O:14])[CH3:13].C(OC(C)C)(C)C>>[Br:1][CH2:2][C@@H:3]([C:5]1[CH:10]=[CH:9][CH:8]=[C:7]([Cl:11])[CH:6]=1)[OH:4].[C:12]([O:4][C@@H:3]([C:5]1[CH:10]=[CH:9][CH:8]=[C:7]([Cl:11])[CH:6]=1)[CH2:2][Br:1])(=[O:14])[CH3:13]. Procedure details: To 100 mg (0.4 mmol) of 2-bromo-1-(3-chlorophenyl)ethanol were added 30 mg of Lipase QL (available from Meito Sangyo Co., Ltd.) and 40 mg (0.4 mmol) of acetic anhydride. Diisopropyl ether was added to the mixture to make the total volume to 1 ml. The reaction mixture was then allowed to undergo reaction at a temperature of 35° C. for 72 hours. After the termination of the reaction, the enzyme was removed by filtration. The resulting filtrate was then concentrated under reduced pressure. The conc...